Dataset: the Open Reaction Database (ORD), a public repository of structured organic reaction records. Task: describe an organic reaction: reactants, conditions, products, and yield Reactants: 1440g, C(CCCCCCCCCCCCCCCCCCCCC)(=O)O (behenic acid), 219.5g, C(O)C(CC)(CO)CO (trimethylolpropane), [OH-].[Na+] (sodium hydroxide). The product is 1550g, C(CCCCCCCCCCCCCCCCCCCCC)(=O)O.C(CCCCCCCCCCCCCCCCCCCCC)(=O)O.C(CCCCCCCCCCCCCCCCCCCCC)(=O)O.C(O)C(CC)(CO)CO (trimethylolpropane tribehenate). RXN SMILES: [C:1]([OH:24])(=[O:23])[CH2:2][CH2:3][CH2:4][CH2:5][CH2:6][CH2:7][CH2:8][CH2:9][CH2:10][CH2:11][CH2:12][CH2:13][CH2:14][CH2:15][CH2:16][CH2:17][CH2:18][CH2:19][CH2:20][CH2:21][CH3:22].[CH2:25]([C:27]([CH2:32][OH:33])([CH2:30][OH:31])[CH2:28][CH3:29])[OH:26].[OH-].[Na+]>O>[C:1]([OH:24])(=[O:23])[CH2:2][CH2:3][CH2:4][CH2:5][CH2:6][CH2:7][CH2:8][CH2:9][CH2:10][CH2:11][CH2:12][CH2:13][CH2:14][CH2:15][CH2:16][CH2:17][CH2:18][CH2:19][CH2:20][CH2:21][CH3:22].[C:1]([OH:24])(=[O:23])[CH2:2][CH2:3][CH2:4][CH2:5][CH2:6][CH2:7][CH2:8][CH2:9][CH2:10][CH2:11][CH2:12][CH2:13][CH2:14][CH2:15][CH2:16][CH2:17][CH2:18][CH2:19][CH2:20][CH2:21][CH3:22].[C:1]([OH:24])(=[O:23])[CH2:2][CH2:3][CH2:4][CH2:5][CH2:6][CH2:7][CH2:8][CH2:9][CH2:10][CH2:11][CH2:12][CH2:13][CH2:14][CH2:15][CH2:16][CH2:17][CH2:18][CH2:19][CH2:20][CH2:21][CH3:22].[CH2:25]([C:27]([CH2:32][OH:33])([CH2:30][OH:31])[CH2:28][CH3:29])[OH:26] |f:2.3,5.6.7.8|. Procedure details: Into a two liter-flask equipped with a central stirrer, a thermometer and a vertical condenser fitted to a receptacle, were introduced 1440g (4.25 mols) of behenic acid and 219.5g (1.6 mol) of trimethylolpropane. The reaction medium was slowly heated, under nitrogen atmosphere, until the medium was completely melted and 1.4g of sodium hydroxide pastilles, dissolved in a minimum of water, were added. The reaction medium was gradually heated to a temperature which provoked distillation of the wate... Reaction conditions: temperature 220 celsius. The solvent is O (water). The yield is 99.3%. Reactants: CC1=C(C=C(C=C1)C(NC1=CC(=CC=C1)C(F)(F)F)=O)NC(=O)C1=CSC2=C1N=CN=C2S(=O)C (N-(2-methyl-5-(3-(trifluoromethyl)phenylcarbamoyl)phenyl)-4-(methylsulfinyl)thieno[3,2-d]pyrimidine-7-carboxamide), COC=1C=C(N)C=C(C1OC)OC (3,4,5-trimethoxyaniline). The product is CC1=C(C=C(C=C1)C(NC1=CC(=CC=C1)C(F)(F)F)=O)NC(=O)C1=CSC2=C1N=CN=C2NC2=CC(=C(C(=C2)OC)OC)OC (N-(2-methyl-5-(3-(trifluoromethyl)phenylcarbamoyl)phenyl)-4-(3,4,5-trimethoxyphenylamino)thieno[3,2-d]pyrimidine-7-carboxamide). As a reaction SMILES: [CH3:1][C:2]1[CH:7]=[CH:6][C:5]([C:8](=[O:20])[NH:9][C:10]2[CH:15]=[CH:14][CH:13]=[C:12]([C:16]([F:19])([F:18])[F:17])[CH:11]=2)=[CH:4][C:3]=1[NH:21][C:22]([C:24]1[C:28]2[N:29]=[CH:30][N:31]=[C:32](S(C)=O)[C:27]=2[S:26][CH:25]=1)=[O:23].[CH3:36][O:37][C:38]1[CH:39]=[C:40]([CH:42]=[C:43]([O:47][CH3:48])[C:44]=1[O:45][CH3:46])[NH2:41]>>[CH3:1][C:2]1[CH:7]=[CH:6][C:5]([C:8](=[O:20])[NH:9][C:10]2[CH:15]=[CH:14][CH:13]=[C:12]([C:16]([F:19])([F:17])[F:18])[CH:11]=2)=[CH:4][C:3]=1[NH:21][C:22]([C:24]1[C:28]2[N:29]=[CH:30][N:31]=[C:32]([NH:41][C:40]3[CH:42]=[C:43]([O:47][CH3:48])[C:44]([O:45][CH3:46])=[C:38]([O:37][CH3:36])[CH:39]=3)[C:27]=2[S:26][CH:25]=1)=[O:23]. Reported procedure: The procedure of Step 3 of Example 13 was repeated except for using the compound obtained in Step 2 of Example 13 and 3,4,5-trimethoxyaniline to obtain the title compound (see Table 1). Reactants: [BH4-], COC(OC)OC, CO, O=Cc1ccc(C(F)(F)F)cc1, NCCc1ccc(O)cc1, [Na+]. Yields the product Oc1ccc(CCNCc2ccc(C(F)(F)F)cc2)cc1. Reaction SMILES: [BH4-:30].[CH3:23][O:24][CH:25]([O:26][CH3:27])[O:28][CH3:29].[CH3:32][OH:33].[F:11][C:12]([c:13]1[cH:14][cH:15][c:16]([CH:17]=[O:18])[cH:19][cH:20]1)([F:21])[F:22].[NH2:1][CH2:2][CH2:3][c:4]1[cH:5][cH:6][c:7]([OH:8])[cH:9][cH:10]1.[Na+:31]>>[NH:1]([CH2:2][CH2:3][c:4]1[cH:5][cH:6][c:7]([OH:8])[cH:9][cH:10]1)[CH2:17][c:16]1[cH:15][cH:14][c:13]([C:12]([F:11])([F:21])[F:22])[cH:20][cH:19]1. The reactants are C(=O)(C(F)(F)F)OC(=O)C(F)(F)F (TFAA), COC=1C=C(C=CC1)[Mg]Br (3-Methoxyphenyl magnesium bromide), CC=1C(C(C1OC)(OC)OC)=O (2-methyl-3,4,4-tris(methyloxy)-2-cyclobuten-1-one). Run in C1CCOC1 (THF). Reaction conditions: time 5 minute. Product: hexanes EtOAc, CC=1C(C(C1C1=CC(=CC=C1)OC)(OC)OC)=O (2-Methyl-4,4-bis(methyloxy)-3-[3-(methyloxy)phenyl]-2-cyclobuten-1-one). Yield: 75.0%. RXN SMILES: [CH3:1][C:2]1[C:3](=O)[C:4]([O:10][CH3:11])([O:8][CH3:9])[C:5]=1[O:6]C.[CH3:13][O:14][C:15]1[CH:16]=[C:17]([Mg]Br)[CH:18]=[CH:19][CH:20]=1.C(OC(C(F)(F)F)=O)(C(F)(F)F)=O>C1COCC1>[CH3:1][C:2]1[C:5](=[O:6])[C:4]([O:10][CH3:11])([O:8][CH3:9])[C:3]=1[C:19]1[CH:18]=[CH:17][CH:16]=[C:15]([O:14][CH3:13])[CH:20]=1. Procedure details: A THF solution (12 mL) of known 2-methyl-3,4,4-tris(methyloxy)-2-cyclobuten-1-one (0.500 g, 2.91 mmol, 1 equiv) was cooled to ca. −78° C. 3-Methoxyphenyl magnesium bromide (4.36 mL, 1.0 M, 1.5 equiv) was added. After 5 min, TFAA (0.657 mL, 4.66 mmol, 1.6 equiv) was added. The reaction was quenched with saturated NaHCO3 (5 mL) after an additional 5 min. Extraction with EtOAc was followed by drying (Na2SO4), filtration, and concentration to a bright yellow oil. Radial chromatography (SiO2, 4 mm pl...